The task is: describe an organic reaction: reactants, conditions, products, and yield. This data is from the Open Reaction Database (ORD), a public repository of structured organic reaction records. Reactants: NC=1C=CC(=C(C1)[C@]1(N=C(O[C@@H](C1)C(F)(F)F)N)C)F ((4S,6S)-4-(5-amino-2-fluorophenyl)-4-methyl-6-(trifluoromethyl)-5,6-dihydro-4H-1,3-oxazin-2-amine), FC(COC=1C=CC(=NC1)C(=O)O)(F)F (5-(2,2,2-trifluoroethoxy)picolinic acid). The product is NC=1O[C@@H](C[C@@](N1)(C)C=1C=C(C=CC1F)NC(C1=NC=C(C=C1)OCC(F)(F)F)=O)C(F)(F)F (N-(3-((4S,6S)-2-Amino-4-methyl-6-(trifluoromethyl)-5,6-dihydro-4H-1,3-oxazin-4-yl)-4-fluorophenyl)-5-(2,2,2-trifluoroethoxy)picolinamide). As a reaction SMILES: [NH2:1][C:2]1[CH:3]=[CH:4][C:5]([F:20])=[C:6]([C@:8]2([CH3:19])[CH2:13][C@@H:12]([C:14]([F:17])([F:16])[F:15])[O:11][C:10]([NH2:18])=[N:9]2)[CH:7]=1.[F:21][C:22]([F:35])([F:34])[CH2:23][O:24][C:25]1[CH:26]=[CH:27][C:28]([C:31](O)=[O:32])=[N:29][CH:30]=1>>[NH2:18][C:10]1[O:11][C@H:12]([C:14]([F:16])([F:17])[F:15])[CH2:13][C@:8]([C:6]2[CH:7]=[C:2]([NH:1][C:31](=[O:32])[C:28]3[CH:27]=[CH:26][C:25]([O:24][CH2:23][C:22]([F:35])([F:34])[F:21])=[CH:30][N:29]=3)[CH:3]=[CH:4][C:5]=2[F:20])([CH3:19])[N:9]=1. Procedure details: The coupling of (4S,6S)-4-(5-amino-2-fluorophenyl)-4-methyl-6-(trifluoromethyl)-5,6-dihydro-4H-1,3-oxazin-2-amine (XI-1) and 5-(2,2,2-trifluoroethoxy)picolinic acid [D. Banner et al. WO2010128058 (2010)] following General Procedure G yielded the title compound as a colorless amorphous solid. MS: m/z=495.4 [M+H]+. Starting materials: FC1=C(C=C(C=C1)NC1=CC(=CC=C1)[N+](=O)[O-])[N+](=O)[O-] ((4-fluoro-3-nitro-phenyl)-(3-nitro-phenyl)-amine), [H-].[Na+] (NaH), oil, C(CC(=O)OC)(=O)OC (dimethyl malonate). The solvent is CS(=O)C (DMSO). Run at temperature 60 celsius. Yields the product COC(C(C(=O)OC)C1=C(C=C(C=C1)NC1=CC(=CC=C1)[N+](=O)[O-])[N+](=O)[O-])=O (2-[2-nitro-4-(3-nitro-phenylamino)-phenyl]-malonic acid dimethyl ester). RXN SMILES: [H-].[Na+].[C:3]([O:10][CH3:11])(=[O:9])[CH2:4][C:5]([O:7][CH3:8])=[O:6].F[C:13]1[CH:18]=[CH:17][C:16]([NH:19][C:20]2[CH:25]=[CH:24][CH:23]=[C:22]([N+:26]([O-:28])=[O:27])[CH:21]=2)=[CH:15][C:14]=1[N+:29]([O-:31])=[O:30]>CS(C)=O>[CH3:8][O:7][C:5](=[O:6])[CH:4]([C:13]1[CH:18]=[CH:17][C:16]([NH:19][C:20]2[CH:25]=[CH:24][CH:23]=[C:22]([N+:26]([O-:28])=[O:27])[CH:21]=2)=[CH:15][C:14]=1[N+:29]([O-:31])=[O:30])[C:3]([O:10][CH3:11])=[O:9] |f:0.1|. Procedure: To a suspension of 60% of NaH in mineral oil (300 mg, 7.41 mmol) in DMSO (2.5 mL) is added dimethyl malonate (851 μL, 7.41 mmol). The mixture is heated to 60° C. for 10 minutes and then cooled to ambient temperature before (4-fluoro-3-nitro-phenyl)-(3-nitro-phenyl)-amine (686 mg, 2.47 mmol) is added. The resulting mixture is heated to 60° C. for 3 hours and quenched with saturated aqueous NH4Cl solution. The mixture is extracted with EtOAc, washed with brine, dried over MgSO4, and concentrated. ... Procedure: The example 14 was prepared form the reaction of piperazino derivative 2 and 4-nitrobenzoyl chloride by following the similar procedure described for the example 12. After column purification the product was obtained as brown prisms in 92% yield. The yield is 92.0%. The product is FC1=C(C=CC(=C1)F)[C@@](CN1N=CN=C1)([C@@H](C)N1CCN(CC1)C(C1=CC=C(C=C1)[N+](=O)[O-])=O)O ((2R,3R)-2-(2,4-Difluorophenyl)-3-[4-(4-nitrobenzoyl)piperazin-1-yl]1-(1H-1,2,4-triazol-1-yl)butan-2-ol). As a reaction SMILES: [F:1][C:2]1[CH:7]=[C:6]([F:8])[CH:5]=[CH:4][C:3]=1[C@:9]([OH:24])([C@H:16]([N:18]1[CH2:23][CH2:22][NH:21][CH2:20][CH2:19]1)[CH3:17])[CH2:10][N:11]1[CH:15]=[N:14][CH:13]=[N:12]1.[N+:25]([C:28]1[CH:36]=[CH:35][C:31]([C:32](Cl)=[O:33])=[CH:30][CH:29]=1)([O-:27])=[O:26]>>[F:1][C:2]1[CH:7]=[C:6]([F:8])[CH:5]=[CH:4][C:3]=1[C@:9]([OH:24])([C@H:16]([N:18]1[CH2:19][CH2:20][N:21]([C:32](=[O:33])[C:31]2[CH:30]=[CH:29][C:28]([N+:25]([O-:27])=[O:26])=[CH:36][CH:35]=2)[CH2:22][CH2:23]1)[CH3:17])[CH2:10][N:11]1[CH:15]=[N:14][CH:13]=[N:12]1. Reactants: FC1=C(C=CC(=C1)F)[C@@](CN1N=CN=C1)([C@@H](C)N1CCNCC1)O ((2R,3R)-2-(2,4-difluorophenyl)-3-(piperazin-1-yl)-1-(1H-1,2,4-triazol-1-yl)butan-2-ol), [N+](=O)([O-])C1=CC=C(C(=O)Cl)C=C1 (4-nitrobenzoyl chloride). The reactants are BrC1=CSC2=C1N=C(N=C2Cl)Cl (7-Bromo-2,4-dichlorothieno[3,2-d]pyrimidine), C(C)(C)O.N (ammonia isopropanol). The solvent is ice water. Conditions: temperature 80 celsius, time 5 hour. The product is BrC1=CSC2=C1N=C(N=C2N)Cl (7-bromo-2-chlorothieno[3,2-d]pyrimidin-4-amine). Isolated yield 74.6%. Reaction SMILES: [Br:1][C:2]1[C:6]2[N:7]=[C:8]([Cl:12])[N:9]=[C:10](Cl)[C:5]=2[S:4][CH:3]=1.C(O)(C)C.[NH3:17]>>[Br:1][C:2]1[C:6]2[N:7]=[C:8]([Cl:12])[N:9]=[C:10]([NH2:17])[C:5]=2[S:4][CH:3]=1 |f:1.2|. Procedure details: 7-Bromo-2,4-dichlorothieno[3,2-d]pyrimidine (3.0 g, 10.64 mmol) was added to a sealed reactor and 2.0 N ammonia isopropanol (26.6 mL, 53.2 mmol) was added thereto. The reaction mixture was stirred at 80° C. for 5 hours and then cooled to room temperature. The reaction mixture was added to ice water (100 mL). Thus prepared solid was filtered and dried by blowing nitrogen gas. The resultant target compound (2.1 g, 75% yield) was used in the following reaction without purification. Starting materials: Cl[Si](C)(C)C (Chlorotrimethylsilane), CN(C1(CCC(CC1)=CC(=O)N1CC(CC1)C1=CNC2=CC=CC=C12)C1=CC=C(C=C1)F)C (2-(4-dimethylamino-4-(4-fluorophenyl)-cyclohexylidene)-1-[3-(1H-indol-3-yl)pyrrolidine-1-yl]ethanone). Solvent: CC(=O)CC (ethyl methyl ketone). Run at time 2 hour. The product is Cl.CN(C1(CCC(CC1)=CC(=O)N1CC(CC1)C1=CNC2=CC=CC=C12)C1=CC=C(C=C1)F)C (2-(4-dimethylamino-4-(4-fluorophenyl)cyclohexylidene)-1-[3-(1H-indol-3-yl)pyrrolidine-1-yl]-ethanone hydrochloride). RXN SMILES: [Cl:1][Si](C)(C)C.[CH3:6][N:7]([CH3:38])[C:8]1([C:31]2[CH:36]=[CH:35][C:34]([F:37])=[CH:33][CH:32]=2)[CH2:13][CH2:12][C:11](=[CH:14][C:15]([N:17]2[CH2:21][CH2:20][CH:19]([C:22]3[C:30]4[C:25](=[CH:26][CH:27]=[CH:28][CH:29]=4)[NH:24][CH:23]=3)[CH2:18]2)=[O:16])[CH2:10][CH2:9]1>CC(CC)=O>[ClH:1].[CH3:38][N:7]([CH3:6])[C:8]1([C:31]2[CH:32]=[CH:33][C:34]([F:37])=[CH:35][CH:36]=2)[CH2:13][CH2:12][C:11](=[CH:14][C:15]([N:17]2[CH2:21][CH2:20][CH:19]([C:22]3[C:30]4[C:25](=[CH:26][CH:27]=[CH:28][CH:29]=4)[NH:24][CH:23]=3)[CH2:18]2)=[O:16])[CH2:10][CH2:9]1 |f:3.4|. Procedure: Chlorotrimethylsilane (0.13 ml, 1.01 mmole) was added to a solution of 2-(4-dimethylamino-4-(4-fluorophenyl)-cyclohexylidene)-1-[3-(1H-indol-3-yl)pyrrolidine-1-yl]ethanone (300 mg, 0.67 mmole) in ethyl methyl ketone (25 ml) and stirred for 2 hours at RT. The hydrochloride (300 mg, 93%) thereupon precipitated as a diastereoisomer mixture with a melting point of 189°-194° C. in the form of a colourless solid (Example 60). Yields the product C#CCOc1cc(Oc2cccc(C)c2)ncn1. Starting materials: O=C([O-])[O-], Cc1cccc(O)c1, CN(C)C=O, [Cl-], C#CCOc1cc(Cl)ncn1, [K+], [K+], [NH4+]. RXN SMILES: [C:12](=[O:13])([O-:14])[O-:15].[CH3:18][c:19]1[cH:20][cH:21][cH:22][c:23]([OH:24])[cH:25]1.[CH3:28][N:29]([CH3:30])[CH:31]=[O:32].[Cl-:26].[Cl:1][c:2]1[n:3][cH:4][n:5][c:6]([O:8][CH2:9][C:10]#[CH:11])[cH:7]1.[K+:16].[K+:17].[NH4+:27]>>[c:2]1([O:24][c:23]2[cH:22][cH:21][cH:20][c:19]([CH3:18])[cH:25]2)[n:3][cH:4][n:5][c:6]([O:8][CH2:9][C:10]#[CH:11])[cH:7]1. Starting materials: NC=1C(=NC(=CN1)C1=CC(=CC=C1)CO)C#N (3-amino-6-[3-(hydroxymethyl)phenyl]pyrazine-2-carbonitrile), S1C(=CC=C1)C(=O)NN (thiophene-2-carboxylic acid hydrazide), C[O-].[Na+] (sodium methoxide). The solvent is CO (MeOH). The product is NC=1N=CC(=NC1C1=NC(=NN1)C=1SC=CC1)C=1C=C(C=CC1)CO ((3-{5-amino-6-[3-(2-thienyl)-1H-1,2,4-triazol-5-yl]pyrazin-2-yl } phenyl)methanol). Isolated yield 6.1%. RXN SMILES: [NH2:1][C:2]1[C:3]([C:16]#[N:17])=[N:4][C:5]([C:8]2[CH:13]=[CH:12][CH:11]=[C:10]([CH2:14][OH:15])[CH:9]=2)=[CH:6][N:7]=1.[S:18]1[CH:22]=[CH:21][CH:20]=[C:19]1[C:23]([NH:25][NH2:26])=O.C[O-].[Na+]>CO>[NH2:1][C:2]1[N:7]=[CH:6][C:5]([C:8]2[CH:9]=[C:10]([CH2:14][OH:15])[CH:11]=[CH:12][CH:13]=2)=[N:4][C:3]=1[C:16]1[NH:26][N:25]=[C:23]([C:19]2[S:18][CH:22]=[CH:21][CH:20]=2)[N:17]=1 |f:2.3|. Reported procedure: To a solution of 3-amino-6-[3-(hydroxymethyl)phenyl]pyrazine-2-carbonitrile (149 mg, 0.74 mmol) was added thiophene-2-carboxylic acid hydrazide (94 mg, 0.66 mmol), sodium methoxide (53 mg, 0.996 mmol) in MeOH (5 mL). After reflux for 4 days, the reaction mixture was extracted with ethyl acetate (10 mL×3) and dried over MgSO4. Filteraction and concentration in vacuo gave a crude product, which was purified by preparative HPLC (0.1% TFA in water/0.1% TFA in CH3CN). The product fractions were neutr...